This data is from the Open Reaction Database (ORD), a public repository of structured organic reaction records. The task is: describe an organic reaction: reactants, conditions, products, and yield Reactants: ClCCl, O=[Cr](=O)([O-])Cl, OCCCOc1ccccc1, c1cc[nH+]cc1. The product is O=CCCOc1ccccc1. As a reaction SMILES: [Cl:23][CH2:24][Cl:25].[O:12]=[Cr:13]([Cl:14])([O-:15])=[O:16].[O:1]([c:2]1[cH:3][cH:4][cH:5][cH:6][cH:7]1)[CH2:8][CH2:9][CH2:10][OH:11].[nH+:17]1[cH:18][cH:19][cH:20][cH:21][cH:22]1>>[O:1]([c:2]1[cH:3][cH:4][cH:5][cH:6][cH:7]1)[CH2:8][CH2:9][CH:10]=[O:11].